Dataset: the Open Reaction Database (ORD), a public repository of structured organic reaction records. Task: describe an organic reaction: reactants, conditions, products, and yield The reactants are Br, Br, Cc1cccnc1CCCCN, FC(F)(Cl)C(F)(Cl)Cl, O=S(=O)=O. Yields the product Cc1cc(Br)cnc1CCCCN. RXN SMILES: [Br:18].[BrH:5].[CH3:6][c:7]1[c:8]([CH2:13][CH2:14][CH2:15][CH2:16][NH2:17])[n:9][cH:10][cH:11][cH:12]1.[F:19][C:20]([Cl:21])([F:22])[C:23]([Cl:24])([Cl:25])[F:26].[O:1]=[S:2](=[O:3])=[O:4]>>[Br:5][c:11]1[cH:10][n:9][c:8]([CH2:13][CH2:14][CH2:15][CH2:16][NH2:17])[c:7]([CH3:6])[cH:12]1. Starting materials: O1C(=CC=C1)C(=O)NC1(CCCCC1)C(=O)NC1C(CN(CC1)C(=O)OC(C)(C)C)O (4-[N-[1-[N-(furan-2-ylcarbonyl)amino]cyclohexanecarbonyl]amino]-1-tert-butoxycarbonyl-3-piperidinol), Cl.C(C)(=O)OCC (hydrochloride ethyl acetate). Solvent: C(C)OCC (diethyl ether). Yields the product Cl.O1C(=CC=C1)C(=O)NC1(CCCCC1)C(=O)NC1C(CNCC1)O (4-[N-[1-[N-(furan-2-ylcarbonyl)amino]cyclohexanecarbonyl]amino]-3-piperidinol hydrochloride). RXN SMILES: [O:1]1[CH:5]=[CH:4][CH:3]=[C:2]1[C:6]([NH:8][C:9]1([C:15]([NH:17][CH:18]2[CH2:23][CH2:22][N:21](C(OC(C)(C)C)=O)[CH2:20][CH:19]2[OH:31])=[O:16])[CH2:14][CH2:13][CH2:12][CH2:11][CH2:10]1)=[O:7].[ClH:32].C(OCC)(=O)C>C(OCC)C>[ClH:32].[O:1]1[CH:5]=[CH:4][CH:3]=[C:2]1[C:6]([NH:8][C:9]1([C:15]([NH:17][CH:18]2[CH2:23][CH2:22][NH:21][CH2:20][CH:19]2[OH:31])=[O:16])[CH2:14][CH2:13][CH2:12][CH2:11][CH2:10]1)=[O:7] |f:1.2,4.5|. Reported procedure: The solution of 4-{1-[N-(furan-2-ylcarbonyl)amino]cyclohexane carbonyl}amino-1-tert-butoxycarbonyl-3-piperidinol (30 g) obtained in Step 3 in 100 ml of 3N-hydrochloride/ethyl acetate was stirred for about 2 hours at room temperature. 100 ml of diethyl ether was added to the reaction mixture, and then the resulting white solid was filtered and dried to give 3.6 g of the titled compound. Starting materials: ClC=1C=C(C=CC1Cl)[C@H]1[C@@H](CN(CCO1)C(=O)OC(C)(C)C)CO (tert-butyl (6S,7R)-7-(3,4-dichlorophenyl)-6-(hydroxymethyl)-1,4-oxazepane-4-carboxylate), [H-].[Na+] (sodium hydride), O (water), BrCC=1C=C(C#N)C=CC1 (3-(Bromomethyl)benzonitrile). Solvent: CN(C)C=O (DMF). Conditions: time 30 minute. Yields the product C(#N)C=1C=C(COC[C@@H]2CN(CCO[C@H]2C2=CC(=C(C=C2)Cl)Cl)C(=O)OC(C)(C)C)C=CC1 (tert-butyl (6S,7R)-6-{[(3-cyanobenzyl)oxy]methyl}-7-(3,4-dichlorophenyl)-1,4-oxazepane-4-carboxylate). The yield is 85.8%. As a reaction SMILES: [Cl:1][C:2]1[CH:3]=[C:4]([C@@H:9]2[O:15][CH2:14][CH2:13][N:12]([C:16]([O:18][C:19]([CH3:22])([CH3:21])[CH3:20])=[O:17])[CH2:11][C@H:10]2[CH2:23][OH:24])[CH:5]=[CH:6][C:7]=1[Cl:8].[H-].[Na+].Br[CH2:28][C:29]1[CH:30]=[C:31]([CH:34]=[CH:35][CH:36]=1)[C:32]#[N:33].O>CN(C=O)C>[C:32]([C:31]1[CH:30]=[C:29]([CH:36]=[CH:35][CH:34]=1)[CH2:28][O:24][CH2:23][C@H:10]1[C@H:9]([C:4]2[CH:5]=[CH:6][C:7]([Cl:8])=[C:2]([Cl:1])[CH:3]=2)[O:15][CH2:14][CH2:13][N:12]([C:16]([O:18][C:19]([CH3:20])([CH3:21])[CH3:22])=[O:17])[CH2:11]1)#[N:33] |f:1.2|. Procedure: To a solution of tert-butyl (6S,7R)-7-(3,4-dichlorophenyl)-6-(hydroxymethyl)-1,4-oxazepane-4-carboxylate (144.5 mg) in DMF (3 mL) was added 60% sodium hydride (36.9 mg) at 0° C., and the mixture was stirred for 30 min. 3-(Bromomethyl)benzonitrile (90 mg) was added, and the mixture was warmed to room temperature and stirred overnight. The reaction mixture was poured into water, and the mixture was extracted twice with ethyl acetate. The organic layers were combined, and the mixture was washed wit... Reactants: [OH-].[Na+] (sodium hydroxide), residue, C1(=CC=CC=C1)P(CCCP(C1=CC=CC=C1)C1=CC=CC=C1)C1=CC=CC=C1 (1,3-bisdiphenylphosphinopropane), C([O-])([O-])=O.[Cs+].[Cs+] (cesium carbonate), B.C1CCOC1 (borane THF), solution, Cl (hydrochloric acid), BrC1=CC2=C(/C(/C3=C(OC2)C=CC=C3)=C\C#N)C=C1 ((E)-2-(8-bromo-6,11-dihydrodibenzo[b,e]oxepin-11-ylidene)acetonitrile), BrC1=CC2=C(/C(/C3=C(OC2)C=CC=C3)=C/C#N)C=C1 ((Z)-2-(8-bromo-6,11-dihydrodibenzo[b,e]oxepin-11-ylidene)acetonitrile). The reagents and catalysts are C(C)(=O)[O-].[Pd+2].C(C)(=O)[O-] (palladium acetate). Solvent: C1CCOC1 (THF), CN(C)C=O (DMF), C(C)O (ethanol), O (water), C(C)(=O)OCC (ethyl acetate). Conditions: temperature 70 celsius, time 3 hour. The product is OCC1=CC2=C(/C(/C3=C(OC2)C=CC=C3)=C\C#N)C=C1 ((E)-2-(8-hydroxymethyl-6,11-dihydrodibenzo[b,e]oxepin-11-ylidene)acetonitrile), OCC1=CC2=C(/C(/C3=C(OC2)C=CC=C3)=C/C#N)C=C1 ((Z)-2-(8-hydroxymethyl-6,11-dihydrodibenzo[b,e]oxepin-11-ylidene)acetonitrile). Yield: 12.0%. Reaction SMILES: Br[C:2]1[CH:19]=[CH:18][C:5]2/[C:6](=[CH:15]\[C:16]#[N:17])/[C:7]3[CH:14]=[CH:13][CH:12]=[CH:11][C:8]=3[O:9][CH2:10][C:4]=2[CH:3]=1.Br[C:21]1[CH:38]=[CH:37][C:24]2/[C:25](=[CH:34]/[C:35]#[N:36])/[C:26]3[CH:33]=[CH:32][CH:31]=[CH:30][C:27]=3[O:28][CH2:29][C:23]=2[CH:22]=1.C1(P(C2C=CC=CC=2)CCCP(C2C=CC=CC=2)C2C=CC=CC=2)C=CC=CC=1.[C:68](=O)([O-])[O-:69].[Cs+].[Cs+].[OH-].[Na+].Cl.B.C1COCC1>C(O)C.CN(C=O)C.C1COCC1.C([O-])(=O)C.[Pd+2].C([O-])(=O)C.O.C(OCC)(=O)C>[OH:28][CH2:27][C:2]1[CH:19]=[CH:18][C:5]2/[C:6](=[CH:15]\[C:16]#[N:17])/[C:7]3[CH:14]=[CH:13][CH:12]=[CH:11][C:8]=3[O:9][CH2:10][C:4]=2[CH:3]=1.[OH:69][CH2:68][C:21]1[CH:38]=[CH:37][C:24]2/[C:25](=[CH:34]/[C:35]#[N:36])/[C:26]3[CH:33]=[CH:32][CH:31]=[CH:30][C:27]=3[O:28][CH2:29][C:23]=2[CH:22]=1 |f:3.4.5,6.7,9.10,14.15.16|. Procedure: [step 1] Under ice-cooling, sodium hydride (1.9 g, 47.13 mmol) was suspended in DMF (20 mL), a solution of diethyl cyanomethylsulfonate (9.2 mL, 56.55 mmol) in DMF (20 mL) was gradually added dropwise, and the mixture was stirred at room temperature for 1 hr. To the mixture was added a solution of 8-bromo-6,11-dihydrodibenzo[b,e]oxepin-11-one (WO9015599; 11 g, 37.70 mmol) in DMF (80 mL), and the mixture was stirred at room temperature for 2 hr. To the mixture was added water (80 mL), and the mix... Starting materials: CC(C)(C)Oc1cc(F)cc(Br)c1, CC(=O)[O-], C[O-], Cc1ccccc1, CO, Cl, NO, [Na+], [Na+], O=C(c1ccccc1)c1ccccc1, c1ccc(P(c2ccccc2)c2ccc3ccccc3c2-c2c(P(c3ccccc3)c3ccccc3)ccc3ccccc23)cc1. The product is CC(C)(C)Oc1cc(N)cc(F)c1. RXN SMILES: [Br:1][c:2]1[cH:3][c:4]([O:9][C:10]([CH3:11])([CH3:12])[CH3:13])[cH:5][c:6]([F:8])[cH:7]1.[C:77]([O-:78])(=[O:79])[CH3:80].[CH3:28][O-:29].[CH3:85][c:86]1[cH:87][cH:88][cH:89][cH:90][cH:91]1.[CH3:92][OH:93].[ClH:82].[NH2:83][OH:84].[Na+:30].[Na+:81].[O:14]=[C:15]([c:16]1[cH:17][cH:18][cH:19][cH:20][cH:21]1)[c:22]1[cH:23][cH:24][cH:25][cH:26][cH:27]1.[c:31]1([P:32]([c:33]2[cH:34][cH:35][cH:36][cH:37][cH:38]2)[c:39]2[cH:40][cH:41][c:42]3[c:43]([cH:44][cH:45][cH:46][cH:47]3)[c:48]2-[c:49]2[c:50]3[c:51]([cH:52][cH:53][cH:54][cH:55]3)[cH:56][cH:57][c:58]2[P:59]([c:60]2[cH:61][cH:62][cH:63][cH:64][cH:65]2)[c:66]2[cH:67][cH:68][cH:69][cH:70][cH:71]2)[cH:72][cH:73][cH:74][cH:75][cH:76]1>>[c:2]1([NH2:83])[cH:3][c:4]([O:9][C:10]([CH3:11])([CH3:12])[CH3:13])[cH:5][c:6]([F:8])[cH:7]1. Starting materials: Cl.O=C1N(C=CC(=C1)CN1C=NC=C1CC1=CC=C(C#N)C=C1)C1=CC=CC=C1 (4-[3-(2-oxo-1-phenyl-1,2-dihydropyridin-4-ylmethyl)-3H-imidazol-4-ylmethyl]benzonitrile, hydrochloride), ClC1=NC(=CC=C1)C(F)(F)F (2-chloro-6-trifluoromethylpyridine), IC1=CC=CC=C1 (iodobenzene). Yields the product FC(C1=CC=CC(=N1)N1C(C=C(C=C1)CN1C=NC=C1CC1=CC=C(C#N)C=C1)=O)(F)F (4-[3-(6-'Triflouromethyl-2-oxo-2H-[1,2']bipyridinyl-4-ylmethyl)-3H-imidazol-4-ylmethyl]-benzonitrile). Reaction SMILES: Cl.[O:2]=[C:3]1[CH:8]=[C:7]([CH2:9][N:10]2[C:14]([CH2:15][C:16]3[CH:23]=[CH:22][C:19]([C:20]#[N:21])=[CH:18][CH:17]=3)=[CH:13][N:12]=[CH:11]2)[CH:6]=[CH:5][N:4]1C1C=CC=CC=1.Cl[C:31]1[CH:36]=[CH:35][CH:34]=[C:33]([C:37]([F:40])([F:39])[F:38])[N:32]=1.IC1C=CC=CC=1>>[F:38][C:37]([F:40])([F:39])[C:33]1[N:32]=[C:31]([N:4]2[CH:5]=[CH:6][C:7]([CH2:9][N:10]3[C:14]([CH2:15][C:16]4[CH:17]=[CH:18][C:19]([C:20]#[N:21])=[CH:22][CH:23]=4)=[CH:13][N:12]=[CH:11]3)=[CH:8][C:3]2=[O:2])[CH:36]=[CH:35][CH:34]=1 |f:0.1|. Procedure: 4-[3-(6-'Triflouromethyl-2-oxo-2H-[1,2']bipyridinyl-4-ylmethyl)-3H-imidazol-4-ylmethyl]-benzonitrile was prepared in a manner substantially similar to the procedure described above for 4-[3-(2-oxo-1-phenyl-1,2-dihydropyridin-4-ylmethyl)-3H-imidazol-4-ylmethyl]benzonitrile, hydrochloride, but substituting 2-chloro-6-trifluoromethylpyridine for the iodobenzene in Step 3. The product is CN(CCNC(C(C)C1=CC=C(C=C1)C=1N=C2N(C=CC=C2)C1)=O)C (N-(2-dimethylamino-ethyl)-2-[4-(imidazo[1,2-a]pyridin-2-yl)phenyl]propionamide). Reactants: Cl.N=1C(=CN2C1C=CC=C2)C2=CC=C(C=C2)C(C(=O)O)C (2-[4-(imidazo[1,2-a]pyridin-2-yl)phenyl]-propionic acid hydrochloride), S(=O)(Cl)Cl (thionyl chloride), CN(CCN)C (N,N-dimethylethylenediamine). Run at time 3 hour. Procedure details: 6.2 g of 2-[4-(imidazo[1,2-a]pyridin-2-yl)phenyl]propionyl chloride, which is produced by treating 2-[4-(imidazo[1,2-a]pyridin-2-yl)phenyl]-propionic acid hydrochloride with thionyl chloride in chloroform, is added to a solution of 2.6 g of N,N-dimethylethylenediamine in 50 ml of pyridine. The mixture is allowed to stand at room temperature for 3 hours, and concentrated under reduced pressure. The residue is neutralized with aqueous sodium bicarbonate solution. The crystalline precipitate is was... Run in C(Cl)(Cl)Cl (chloroform), N1=CC=CC=C1 (pyridine). As a reaction SMILES: Cl.[N:2]1[C:3]([C:11]2[CH:16]=[CH:15][C:14]([CH:17]([CH3:21])[C:18]([OH:20])=O)=[CH:13][CH:12]=2)=[CH:4][N:5]2[CH:10]=[CH:9][CH:8]=[CH:7][C:6]=12.S(Cl)(Cl)=O.[CH3:26][N:27]([CH3:31])[CH2:28][CH2:29][NH2:30]>C(Cl)(Cl)Cl.N1C=CC=CC=1>[CH3:26][N:27]([CH3:31])[CH2:28][CH2:29][NH:30][C:18](=[O:20])[CH:17]([C:14]1[CH:13]=[CH:12][C:11]([C:3]2[N:2]=[C:6]3[CH:7]=[CH:8][CH:9]=[CH:10][N:5]3[CH:4]=2)=[CH:16][CH:15]=1)[CH3:21] |f:0.1|. Reactants: ClC=1C=CC2=C(C(=NCC(=N2)OP(=O)(N2CCOCC2)N2CCOCC2)C2=CC=CC=C2)C1 (7-chloro-2-di-(morpholino)phosphinyloxy-5-phenyl-3H-1,4-benzodiazepine), C[O-].[Na+] (sodium methoxide). Run in CO (methanol). Conditions: time 8 hour. The product is ClC=1C=CC2=C(C(=NCC(=N2)OC)C2=CC=CC=C2)C1 (7-Chloro-2-methoxy-5-phenyl-3H-1,4-benzodiazepine). Reaction SMILES: [Cl:1][C:2]1[CH:3]=[CH:4][C:5]2[N:11]=[C:10]([O:12]P(N3CCOCC3)(N3CCOCC3)=O)[CH2:9][N:8]=[C:7]([C:27]3[CH:32]=[CH:31][CH:30]=[CH:29][CH:28]=3)[C:6]=2[CH:33]=1.[CH3:34][O-].[Na+]>CO>[Cl:1][C:2]1[CH:3]=[CH:4][C:5]2[N:11]=[C:10]([O:12][CH3:34])[CH2:9][N:8]=[C:7]([C:27]3[CH:32]=[CH:31][CH:30]=[CH:29][CH:28]=3)[C:6]=2[CH:33]=1 |f:1.2|. Procedure details: To a solution of 24.5 mg. (0.5 mmoles) of 7-chloro-2-di-(morpholino)phosphinyloxy-5-phenyl-3H-1,4-benzodiazepine in 5 ml. of methanol at room temperature was added 82 mg. (1.5 mmoles) of sodium methoxide. The mixture was left at room temperature overnight. Methanol was evaporated and the residue was slurried with ether. Insoluble salts were removed by filtration. The clear ether solution was evaporated. Crystallization of the residue from petroleum ether yielded a final product having a m.p. of ...